describe an organic reaction: reactants, conditions, products, and yield From a dataset of the Open Reaction Database (ORD), a public repository of structured organic reaction records. Reactants: F[B-](F)(F)F, CC(C)N(C)CC=CC(=O)O, CCN(C(C)C)C(C)C, N#Cc1cnc2sc3c(c2c1Nc1ccc(OCc2cccc(F)c2)c(Cl)c1)CCNC3, Cl, CN(C)C=O, CN(C)C(On1nnc2ccccc21)=[N+](C)C. The product is CC(C)N(C)CC=CC(=O)N1CCc2c(sc3ncc(C#N)c(Nc4ccc(OCc5cccc(F)c5)c(Cl)c4)c23)C1. As a reaction SMILES: [B-:54]([F:55])([F:56])([F:57])[F:58].[CH3:34][N:35]([CH2:36][CH:37]=[CH:38][C:39](=[O:40])[OH:41])[CH:42]([CH3:43])[CH3:44].[CH:45]([N:46]([CH2:47][CH3:48])[CH:49]([CH3:50])[CH3:51])([CH3:52])[CH3:53].[Cl:1][c:2]1[cH:3][c:4]([NH:17][c:18]2[c:19]3[c:20]([n:21][cH:22][c:23]2[C:24]#[N:25])[s:26][c:27]2[c:32]3[CH2:31][CH2:30][NH:29][CH2:28]2)[cH:5][cH:6][c:7]1[O:8][CH2:9][c:10]1[cH:11][c:12]([F:16])[cH:13][cH:14][cH:15]1.[ClH:33].[O:76]=[CH:77][N:78]([CH3:79])[CH3:80].[n:59]1([O:60][C:61]([N:62]([CH3:63])[CH3:64])=[N+:65]([CH3:66])[CH3:67])[c:68]2[cH:69][cH:70][cH:71][cH:72][c:73]2[n:74][n:75]1>>[Cl:1][c:2]1[cH:3][c:4]([NH:17][c:18]2[c:19]3[c:20]([n:21][cH:22][c:23]2[C:24]#[N:25])[s:26][c:27]2[c:32]3[CH2:31][CH2:30][N:29]([C:39]([CH:38]=[CH:37][CH2:36][N:35]([CH3:34])[CH:42]([CH3:43])[CH3:44])=[O:40])[CH2:28]2)[cH:5][cH:6][c:7]1[O:8][CH2:9][c:10]1[cH:11][c:12]([F:16])[cH:13][cH:14][cH:15]1. Reactants: C(C)(=O)NC(C(=O)NCC1=CC=CC=C1)OCC (2-acetamido-N-benzyl-2-ethoxyacetamide), B(Br)(Br)Br (BBr3), O([Na])C1=CC=CC=C1 (NaOPh). Yields the product C(C)(=O)NC(C(=O)NCC1=CC=CC=C1)OC1=CC=CC=C1 (2-Acetamido-N-benzyl-2-phenoxyacetamide). As a reaction SMILES: [C:1]([NH:4][CH:5]([O:16][CH2:17][CH3:18])[C:6]([NH:8][CH2:9][C:10]1[CH:15]=[CH:14][CH:13]=[CH:12][CH:11]=1)=[O:7])(=[O:3])[CH3:2].B(Br)(Br)Br.O([C:25]1[CH:30]=CC=[CH:27][CH:26]=1)[Na]>>[C:1]([NH:4][CH:5]([O:16][C:17]1[CH:27]=[CH:26][CH:25]=[CH:30][CH:18]=1)[C:6]([NH:8][CH2:9][C:10]1[CH:15]=[CH:14][CH:13]=[CH:12][CH:11]=1)=[O:7])(=[O:3])[CH3:2]. Procedure: Using 2-acetamido-N-benzyl-2-ethoxyacetamide (3.00 g, 12.0 mmol), BBr3 (1M in CH2Cl2, 15.0 mL, 15.0 mmol), and NaOPh (4.18 g, 30 mmol) gave a brown oily residue which was purified by flash column chromatography on SiO2 gel using first CHCl3 and then 2% MeOH/CHCl3 as the eluents to give the desired product. The compound was recrystallized from chloroform/hexane. Reactants: CC(=O)[O-], CCO, [NH4+], [Na+], [OH-], [Zn], CC(=O)c1ccc2ccc3ccccc3c2n1. The product is CC(N)c1ccc2ccc3ccccc3c2n1. As a reaction SMILES: [CH3:19][C:20](=[O:21])[O-:22].[CH3:26][CH2:27][OH:28].[NH4+:18].[Na+:24].[OH-:23].[Zn:25].[n:1]1[c:2]([C:15]([CH3:16])=[O:17])[cH:3][cH:4][c:5]2[cH:6][cH:7][c:8]3[c:9]([c:10]12)[cH:11][cH:12][cH:13][cH:14]3>>[n:1]1[c:2]([CH:15]([CH3:16])[NH2:18])[cH:3][cH:4][c:5]2[cH:6][cH:7][c:8]3[c:9]([c:10]12)[cH:11][cH:12][cH:13][cH:14]3. Starting materials: OCC=1C=C(C=CC1)C(C)=O (1-(3-hydroxymethyl-phenyl)-ethanone), C(=O)C1=CC=C(C=CC(=O)O)C=C1 (4-formylcinnamic acid), [OH-].[K+] (KOH). The solvent is CCO (EtOH). Run at time 18 hour. The product is OCC=1C=C(C=CC1)C(/C=C/C1=CC=C(C=C1)/C=C/C(=O)O)=O ((E)-3-{4-[(E)-3-(3-hydroxymethyl-phenyl)-3-oxo-propenyl]-phenyl}-acrylic acid). The yield is 75.2%. RXN SMILES: [OH:1][CH2:2][C:3]1[CH:4]=[C:5]([C:9](=[O:11])[CH3:10])[CH:6]=[CH:7][CH:8]=1.[CH:12]([C:14]1[CH:24]=[CH:23][C:17]([CH:18]=[CH:19][C:20]([OH:22])=[O:21])=[CH:16][CH:15]=1)=O.[OH-].[K+]>CCO>[OH:1][CH2:2][C:3]1[CH:4]=[C:5]([C:9](=[O:11])/[CH:10]=[CH:12]/[C:14]2[CH:15]=[CH:16][C:17](/[CH:18]=[CH:19]/[C:20]([OH:22])=[O:21])=[CH:23][CH:24]=2)[CH:6]=[CH:7][CH:8]=1 |f:2.3|. Procedure: A mixture of 1-(3-hydroxymethyl-phenyl)-ethanone (810 mg), 4-formylcinnamic acid (950 mg, 5.4 mmol) and 1.7 M KOH (6.4 ml) in EtOH (40 ml) was stirred at room temperature for 18 h. The resulting precipitate was filtered and washed with EtOH to give 1.25 g of (E)-3-{4-[(E)-3-(3-hydroxymethyl-phenyl)-3-oxo-propenyl]-phenyl}-acrylic acid as its potassium salt. Starting materials: FC1=CC=C(C=C1)NC(NC1=CC=C(C=C1)C=1C=C2CN(C(C2=CC1)=O)[C@H](C(=O)OC)C(C)C)=O ((S)-Methyl 2-(5-(4-(3-(4-fluorophenyl)ureido)phenyl)-1-oxoisoindolin-2-yl)-3-methylbutanoate), NC1=CC=C(C=C1)C=1C=C2CN(C(C2=CC1)=O)[C@H](C(=O)OC)C(C)C ((S)-Methyl 2-(5-(4-aminophenyl)-1-oxoisoindolin-2-yl)-3-methylbutanoate), FC(C1=CC=C(C=C1)N=C=O)(F)F (4-trifluoromethyl phenyl isocyanate), compound, compound. The product is CC([C@@H](C(=O)OC)N1C(C2=CC=C(C=C2C1)C1=CC=C(C=C1)NC(=O)NC1=CC=C(C=C1)C(F)(F)F)=O)C ((S)-Methyl 3-methyl-2-(1-oxo-5-(4-(3-(4-(trifluoromethyl)phenyl)ureido)phenyl)isoindolin-2-yl)butanoate). As a reaction SMILES: F[C:2]1[CH:7]=[CH:6][C:5]([NH:8][C:9](=[O:35])[NH:10][C:11]2[CH:16]=[CH:15][C:14]([C:17]3[CH:18]=[C:19]4[C:23](=[CH:24][CH:25]=3)[C:22](=[O:26])[N:21]([C@@H:27]([CH:32]([CH3:34])[CH3:33])[C:28]([O:30][CH3:31])=[O:29])[CH2:20]4)=[CH:13][CH:12]=2)=[CH:4][CH:3]=1.NC1C=CC(C2C=C3C(=CC=2)C(=O)N([C@@H](C(C)C)C(OC)=O)C3)=CC=1.[F:61][C:62]([F:73])([F:72])C1C=CC(N=C=O)=CC=1>>[CH3:33][CH:32]([CH3:34])[C@H:27]([N:21]1[CH2:20][C:19]2[C:23](=[CH:24][CH:25]=[C:17]([C:14]3[CH:13]=[CH:12][C:11]([NH:10][C:9]([NH:8][C:5]4[CH:6]=[CH:7][C:2]([C:62]([F:73])([F:72])[F:61])=[CH:3][CH:4]=4)=[O:35])=[CH:16][CH:15]=3)[CH:18]=2)[C:22]1=[O:26])[C:28]([O:30][CH3:31])=[O:29]. Procedure: The compound of example 244 was prepared analogous to compound of example 224 by reaction of compound of example 223 with 4-trifluoromethyl phenyl isocyanate. The compound of example 244 was used directly without isolation for the preparation of compound of example 245. The reactants are Cl (hydrochloric acid), N(=O)C1=C(N=C2N1C=CC=C2)C2=C1CCC(NC1=C(C=C2)OC)=O (5-(3-nitrosoimidazo[1,2-a]-pyridine-2-yl)-8-methoxy-3,4-dihydrocarbostyril), O (water). The reagents and catalysts are [C].[Pd] (Palladium-carbon). Solvent: CO (methanol). Yields the product O.Cl.NC1=C(N=C2N1C=CC=C2)C2=C1CCC(NC1=C(C=C2)OC)=O.NC2=C(N=C1N2C=CC=C1)C1=C2CCC(NC2=C(C=C1)OC)=O.Cl (5-(3-aminoimidazo[1,2-a]pyridine-2-yl)-8-methoxy-3,4-dihydrocarbostyril monohydrochloride hemihydrate). RXN SMILES: [N:1]([C:3]1[N:7]2[CH:8]=[CH:9][CH:10]=[CH:11][C:6]2=[N:5][C:4]=1[C:12]1[CH:21]=[CH:20][C:19]([O:22][CH3:23])=[C:18]2[C:13]=1[CH2:14][CH2:15][C:16](=[O:24])[NH:17]2)=[O:2].[ClH:25].O>CO.[C].[Pd]>[OH2:2].[ClH:25].[NH2:1][C:3]1[N:7]2[CH:8]=[CH:9][CH:10]=[CH:11][C:6]2=[N:5][C:4]=1[C:12]1[CH:21]=[CH:20][C:19]([O:22][CH3:23])=[C:18]2[C:13]=1[CH2:14][CH2:15][C:16](=[O:24])[NH:17]2.[NH2:1][C:3]1[N:7]2[CH:8]=[CH:9][CH:10]=[CH:11][C:6]2=[N:5][C:4]=1[C:12]1[CH:21]=[CH:20][C:19]([O:22][CH3:23])=[C:18]2[C:13]=1[CH2:14][CH2:15][C:16](=[O:24])[NH:17]2.[ClH:25] |f:4.5,6.7.8.9.10|. Procedure details: To a suspension of 5-(3-nitrosoimidazo[1,2-a]-pyridine-2-yl)-8-methoxy-3,4-dihydrocarbostyril (20.85 g) in methanol (500 ml) was added 12 ml of concentrated hydrochloric acid to render the suspension acidic. 10% Palladium-carbon (2 g), was added to the suspension, and catalytic reduction was carried out at room temperature under atmospheric pressure. After completion of reaction, water was added to the reaction mixture to dissolve and the resulting mixture was heated. After removing the catalyst...